This data is from the Open Reaction Database (ORD), a public repository of structured organic reaction records. The task is: describe an organic reaction: reactants, conditions, products, and yield Reactants: ClC=1N=C(C2=C(N1)C(=NC=N2)SC2=CC=CC=C2)N2CCSCC2 (2-chloro-8-phenylthio-4-thiomorpholino-pyrimido-[5,4-d]-pyrimidine), N1CCNCC1 (piperazine). The product is C1(=CC=CC=C1)SC1=NC=NC2=C1N=C(N=C2N2CCSCC2)N2CCNCC2 (8-Phenylthio-2-piperazino-4-thiomorpholino-pyrimido-[5,4-d]-pyrimidine). As a reaction SMILES: Cl[C:2]1[N:3]=[C:4]([N:19]2[CH2:24][CH2:23][S:22][CH2:21][CH2:20]2)[C:5]2[N:11]=[CH:10][N:9]=[C:8]([S:12][C:13]3[CH:18]=[CH:17][CH:16]=[CH:15][CH:14]=3)[C:6]=2[N:7]=1.[NH:25]1[CH2:30][CH2:29][NH:28][CH2:27][CH2:26]1>>[C:13]1([S:12][C:8]2[C:6]3[N:7]=[C:2]([N:25]4[CH2:30][CH2:29][NH:28][CH2:27][CH2:26]4)[N:3]=[C:4]([N:19]4[CH2:24][CH2:23][S:22][CH2:21][CH2:20]4)[C:5]=3[N:11]=[CH:10][N:9]=2)[CH:18]=[CH:17][CH:16]=[CH:15][CH:14]=1. Procedure details: This compound was prepared analogous to Example 2 from 2-chloro-8-phenylthio-4-thiomorpholino-pyrimido-[5,4-d]-pyrimidine (m.p.: 236°-238° C.) and piperazine.